This data is from the Open Reaction Database (ORD), a public repository of structured organic reaction records. The task is: describe an organic reaction: reactants, conditions, products, and yield The reactants are N(=[N+]=[N-])C(COC1=C(C(=O)O)C=CC=C1)OCCOCC(=O)OCC ((2-Azido-2-(2-ethoxycarbonylmethoxy-ethoxy)-ethoxy]-benzoic acid), C1CC(=O)N(C1=O)OC(=O)ON2C(=O)CCC2=O (N,N′-disuccinimidyl carbonate), C(C)(C)N(CC)C(C)C (diisopropylethylamine), FC(C(=O)O)(F)F (trifluoroacetic acid), NCCNC(C(F)(F)F)=O (N-(2-amino-ethyl)-2,2,2-trifluoro-acetamide). The reagents and catalysts are CN(C)C=1C=CN=CC1 (DMAP). The solvent is CN(C)C=O (DMF). Run at time 10 minute. Yields the product C(C)OC(COCCOC(COC1=CC(=CC=C1)C(NCCNC(C(F)(F)F)=O)=O)N=[N+]=[N-])=O ([2-(1-Azido-2-{3-[2-(2,2,2-trifluoroacetylamino)-ethylcarbamoyl]-phenoxy}-ethoxy)-ethoxy]-acetic acid ethyl ester). The yield is 86.6%. As a reaction SMILES: [N:1]([CH:4]([O:16][CH2:17][CH2:18][O:19][CH2:20][C:21]([O:23][CH2:24][CH3:25])=[O:22])[CH2:5][O:6][C:7]1[CH:15]=[CH:14][CH:13]=[CH:12][C:8]=1C(O)=O)=[N+:2]=[N-:3].C1C(=O)N(OC(ON2C(=O)CCC2=O)=O)C(=O)C1.[F:44][C:45]([F:50])([F:49])[C:46](O)=[O:47].[NH2:51][CH2:52][CH2:53][NH:54][C:55](=[O:60])C(F)(F)F.C(N(C(C)C)CC)(C)C>CN(C1C=CN=CC=1)C.CN(C=O)C>[CH2:24]([O:23][C:21](=[O:22])[CH2:20][O:19][CH2:18][CH2:17][O:16][CH:4]([N:1]=[N+:2]=[N-:3])[CH2:5][O:6][C:7]1[CH:8]=[CH:12][CH:13]=[C:14]([C:55](=[O:60])[NH:54][CH2:53][CH2:52][NH:51][C:46](=[O:47])[C:45]([F:50])([F:49])[F:44])[CH:15]=1)[CH3:25]. Procedure details: 3-[(2-Azido-2-(2-ethoxycarbonylmethoxy-ethoxy)-ethoxy]-benzoic acid (0.212 g, 0.6 mmol) was stirred with N,N′-disuccinimidyl carbonate (0.184 g, 0.72 mmol) and DMAP (0.088 g, 0.72 mmol) in dry DMF (1 ml) at room temperature. After 10 minutes, trifluoroacetic acid salt of N-(2-amino-ethyl)-2,2,2-trifluoro-acetamide (0.194 g, 0.72 mmol) was added followed by diisopropylethylamine (DIPEA) (0.251 ml, 1.44 mmol). The reaction mixture was then stirred at room temperature for 17 hours. All the solvents... Starting materials: OC1CCN(CC1)C(=O)N1CC(CC(C1)C1=CC=C(C=C1)OC(F)(F)F)C(=O)O (1-[(4-Hydroxypiperidin-1-yl)carbonyl]-5-[4-(trifluoromethoxy)phenyl]piperidine-3-carboxylic acid), ON=C(C(C)C)N (N′-hydroxy-2-methylpropanimidamide). The product is OC1CCN(CC1)C(=O)N1CC(CC(C1)C1=CC=C(C=C1)OC(F)(F)F)C1=NC(=NO1)C(C)C ((4-Hydroxypiperidin-1-yl) {3-[3-(propan-2-yl)-1,2,4-oxadiazol-5-yl]-5-[4-(trifluoromethoxy)-phenyl]piperidin-1-yl}methanone). RXN SMILES: [OH:1][CH:2]1[CH2:7][CH2:6][N:5]([C:8]([N:10]2[CH2:15][CH:14]([C:16]3[CH:21]=[CH:20][C:19]([O:22][C:23]([F:26])([F:25])[F:24])=[CH:18][CH:17]=3)[CH2:13][CH:12]([C:27](O)=[O:28])[CH2:11]2)=[O:9])[CH2:4][CH2:3]1.O[N:31]=[C:32]([NH2:36])[CH:33]([CH3:35])[CH3:34]>>[OH:1][CH:2]1[CH2:3][CH2:4][N:5]([C:8]([N:10]2[CH2:15][CH:14]([C:16]3[CH:17]=[CH:18][C:19]([O:22][C:23]([F:24])([F:25])[F:26])=[CH:20][CH:21]=3)[CH2:13][CH:12]([C:27]3[O:28][N:36]=[C:32]([CH:33]([CH3:35])[CH3:34])[N:31]=3)[CH2:11]2)=[O:9])[CH2:6][CH2:7]1. Procedure details: 200 mg (0.480 mmol) of the compound from Example 63A and 98 mg (0.961 mmol) of N′-hydroxy-2-methylpropanimidamide were reacted according to the General Method 2. Yield: 62 mg (27% of theory)